From a dataset of the Open Reaction Database (ORD), a public repository of structured organic reaction records. describe an organic reaction: reactants, conditions, products, and yield The reactants are sodium amine, C(C)I (ethyliodide), C(C)C1=CC=NC=C1 (4-ethylpyridine), C(C)I (ethyl iodide). Run in N (NH3). Product: C(C)(CC)C1=CC=NC=C1 (4-sec-butylpyridine). Reaction SMILES: [CH2:1]([C:3]1[CH:8]=[CH:7][N:6]=[CH:5][CH:4]=1)[CH3:2].[CH2:9](I)[CH3:10]>N>[CH:1]([C:3]1[CH:8]=[CH:7][N:6]=[CH:5][CH:4]=1)([CH2:9][CH3:10])[CH3:2]. Procedure details: A method similar to that of Brown and Murphey is employed.4Approximately 500 ml of NH3 was condensed in a 1-liter flask; 1 mole of sodium amine (Fisher) followed by 1.0 mole of 4-ethylpyridine is added to the flask. After stirring under NH3 reflux for 30 minutes, 1.1 mole of ethyl iodide is added via an addition funnel to the orange-red suspension over a 1.5 hour period. Stirring is continued after the ethyliodide addition is complete and the solvent is allowed to evaporate slowly. Water (50 ml)... Reactants: NC1=C(C(=NC=2N1N=CC2C=2C=NC1=CC=CC=C1C2)C2CCN(CC2)CC(=O)O)Br (2-(4-(7-amino-6-bromo-3-(quinolin-3-yl)pyrazolo[1,5-a]pyrimidin-5-yl)piperidin-1-yl)acetic acid), NC1=CC(=NC=2N1N=CC2C=2C=NN(C2)C)C2CCN(CC2)CC(=O)OC(C)(C)C (tert-butyl 2-(4-(7-amino-3-(1-methyl-1H-pyrazol-4-yl)pyrazolo[1,5-a]pyrimidin-5-yl)piperidin-1-yl)acetate), NC1=CC(=NC=2N1N=CC2C=2C=NC1=CC=CC=C1C2)C2CCN(CC2)CC(=O)OC(C)(C)C (tert-butyl 2-(4-(7-amino-3-(quinolin-3-yl)pyrazolo[1,5-a]pyrimidin-5-yl)piperidin-1-yl)acetate). The product is NC1=C(C(=NC=2N1N=CC2C=2C=NN(C2)C)C2CCN(CC2)CC(=O)O)Br (2-(4-(7-amino-6-bromo-3-(1-methyl-1H-pyrazol-4-yl)pyrazolo[1,5-a]pyrimidin-5-yl)piperidin-1-yl)acetic acid). Reaction SMILES: [NH2:1][C:2]1[N:7]2[N:8]=[CH:9][C:10]([C:11]3[CH:12]=[N:13][C:14]4C([CH:20]=3)=CC=CC=4)=[C:6]2[N:5]=[C:4]([CH:21]2[CH2:26][CH2:25][N:24]([CH2:27][C:28]([OH:30])=[O:29])[CH2:23][CH2:22]2)[C:3]=1[Br:31].[NH2:32]C1N2N=CC(C3C=NN(C)C=3)=C2N=C(C2CCN(CC(OC(C)(C)C)=O)CC2)C=1.NC1N2N=CC(C3C=NC4C(C=3)=CC=CC=4)=C2N=C(C2CCN(CC(OC(C)(C)C)=O)CC2)C=1>>[NH2:1][C:2]1[N:7]2[N:8]=[CH:9][C:10]([C:11]3[CH:20]=[N:32][N:13]([CH3:14])[CH:12]=3)=[C:6]2[N:5]=[C:4]([CH:21]2[CH2:26][CH2:25][N:24]([CH2:27][C:28]([OH:30])=[O:29])[CH2:23][CH2:22]2)[C:3]=1[Br:31]. Procedure: 2-(4-(7-amino-6-bromo-3-(1-methyl-1H-pyrazol-4-yl)pyrazolo[1,5-a]pyrimidin-5-yl)piperidin-1-yl)acetic acid was synthesized in a manner similar to the synthesis of 2-(4-(7-amino-6-bromo-3-(quinolin-3-yl)pyrazolo[1,5-a]pyrimidin-5-yl)piperidin-1-yl)acetic acid, but with tert-butyl 2-(4-(7-amino-3-(1-methyl-1H-pyrazol-4-yl)pyrazolo[1,5-a]pyrimidin-5-yl)piperidin-1-yl)acetate substituted for tert-butyl 2-(4-(7-amino-3-(quinolin-3-yl)pyrazolo[1,5-a]pyrimidin-5-yl)piperidin-1-yl)acetate. The reaction ... Reactants: O (Water), [BH4-].[Li+] (lithium borohydride), FC1=CC2=C(N=C(S2)C(=O)OC)C=C1 (methyl (6-fluorobenzothiazol-2-yl)formate), [BH4-].[Li+] (lithium borohydride). Solvent: CO (methanol). Reaction conditions: time 10 minute. Product: FC1=CC2=C(N=C(S2)CO)C=C1 (6-Fluoro-2-hydroxymethylbenzothiazole). The yield is 101.2%. RXN SMILES: [BH4-].[Li+].[F:3][C:4]1[CH:16]=[CH:15][C:7]2[N:8]=[C:9]([C:11](OC)=[O:12])[S:10][C:6]=2[CH:5]=1.O>CO>[F:3][C:4]1[CH:16]=[CH:15][C:7]2[N:8]=[C:9]([CH2:11][OH:12])[S:10][C:6]=2[CH:5]=1 |f:0.1|. Procedure: 16.5 mg of lithium borohydride were added to a solution of 106.1 mg of methyl (6-fluorobenzothiazol-2-yl)formate [prepared as described in step (a) above] in 2.1 ml of methanol cooled in an ice-water bath, and the resulting mixture was stirred at the same temperature for 10 minutes. At the end of this time a further 10 mg of lithium borohydride were added to the reaction mixture which was then stirred at the same temperature for a further 10 minutes. Water was then added to the reaction mixture ... Starting materials: ClC1=C2C(=NC(=C1C(=O)OCC)C)N(C=N2)CC (7-chloro-3-ethyl-5-methyl-3H-imidazo-[4,5-b]pyridine-6-carboxylic acid, ethyl ester), C(C)OC(=O)C=1C(=C2C(=NC1C)N(C=N2)C)Cl (7-chloro-3,5-dimethyl-3H-imidazo[4,5-b]pyridine-6-carboxylic acid ethyl ester). Yields the product CN1C=NC=2C1=NC(=C(C2OCC)C(=O)OCC)C (3,5-dimethyl-7-ethoxy-3H-imidazo[4,5-b]pyridine -6-carboxylic acid, ethyl ester). Yield: 78.0%. RXN SMILES: Cl[C:2]1[C:7]([C:8]([O:10][CH2:11][CH3:12])=[O:9])=[C:6]([CH3:13])[N:5]=[C:4]2[N:14]([CH2:17]C)[CH:15]=[N:16][C:3]=12.[CH2:19]([O:21]C(C1C(Cl)=C2N=CN(C)C2=NC=1C)=O)[CH3:20]>>[CH3:17][N:14]1[C:4]2=[N:5][C:6]([CH3:13])=[C:7]([C:8]([O:10][CH2:11][CH3:12])=[O:9])[C:2]([O:21][CH2:19][CH3:20])=[C:3]2[N:16]=[CH:15]1. Reported procedure: By replacing 7-chloro-3-ethyl-5-methyl-3H-imidazo-[4,5-b]pyridine-6-carboxylic acid, ethyl ester in Example 1 e with 7-chloro-3,5-dimethyl-3H-imidazo[4,5-b]pyridine-6-carboxylic acid ethyl ester, 3,5-dimethyl-7-ethoxy-3H-imidazo[4,5-b]pyridine -6-carboxylic acid, ethyl ester is obtained. Yield 78%, m.p. 85°-87° (ether). The solvent is C(C)O (ethanol). RXN SMILES: Cl.[CH3:2][N:3]([CH3:12])[C:4]1[CH:11]=[CH:10][C:7]([CH2:8]Cl)=[CH:6][CH:5]=1.[CH3:13][C:14]1([CH3:21])[NH:18][C:17](=[S:19])[NH:16][C:15]1=[S:20]>C(O)C>[CH3:2][N:3]([CH3:12])[C:4]1[CH:11]=[CH:10][C:7]([CH2:8][S:19][C:17]2[N:16]=[C:15]([S:20][CH2:8][C:7]3[CH:10]=[CH:11][C:4]([N:3]([CH3:12])[CH3:2])=[CH:5][CH:6]=3)[C:14]([CH3:21])([CH3:13])[N:18]=2)=[CH:6][CH:5]=1 |f:0.1|. Reported procedure: Initially, 3.2 g of 4-dimethylaminobenzylchloride hydrochloride was added to a solution of 1 g of 5,5-dimethyl-2,4-dithiohydantoin in 50 mL of ethanol (EtOH). The reaction mixture was treated following the procedure used in Example 62, and purified by column chromatography (CHCl3). Recrystallization form diethyl ether-n-hexane gave the desired compound in the form of a needle-like crystal. The yield of this compound was 1.9 g with a yield ratio of 71.2%, and the melting point was 91°-92° C. The reactants are Cl.CN(C1=CC=C(CCl)C=C1)C (4-dimethylaminobenzylchloride hydrochloride), CC1(C(NC(N1)=S)=S)C (5,5-dimethyl-2,4-dithiohydantoin). Yields the product CN(C1=CC=C(CSC2=NC(C(=N2)SCC2=CC=C(C=C2)N(C)C)(C)C)C=C1)C (2,4-bis-(4-dimethylaminobenzylthio)-5,5-dimethyl-5H-imidazole). Reactants: NC1=NC=CN=C1Cl (2-amino-3-chloropyrazine), CC1=C(CN)C=CC=C1 (2-methylbenzylamine), C([O-])([O-])=O.[K+].[K+] (potassium carbonate), [I-].[K+] (potassium iodide). Solvent: CN(C=O)C (N,N-dimethylformamide), O (water). The product is NC1=NC=CN=C1NCC1=C(C=CC=C1)C (2-amino-3-(2-methylbenzylamino)pyrazine). Isolated yield 19.7%. As a reaction SMILES: [NH2:1][C:2]1[C:7](Cl)=[N:6][CH:5]=[CH:4][N:3]=1.[CH3:9][C:10]1[CH:17]=[CH:16][CH:15]=[CH:14][C:11]=1[CH2:12][NH2:13].C(=O)([O-])[O-].[K+].[K+].[I-].[K+]>CN(C)C=O.O>[NH2:1][C:2]1[C:7]([NH:13][CH2:12][C:11]2[CH:14]=[CH:15][CH:16]=[CH:17][C:10]=2[CH3:9])=[N:6][CH:5]=[CH:4][N:3]=1 |f:2.3.4,5.6|. Procedure: A mixture of 2-amino-3-chloropyrazine (4.3 g), 2-methylbenzylamine (4.6 g), potassium carbonate (5.5 g), and potassium iodide (0.4 g) in N,N-dimethylformamide (43 ml) was refluxed for 24 hours under a nitrogen atmosphere and allowed to stand at room temperature. The mixture was poured into water and extracted with ethyl acetate. The extract was washed with water, dried over magnesium sulfate, and evaporated in vacuo. The residue was purified by column chromatography on silica gel (110 g) with a ... Starting materials: ClCCC(=O)NC1=CC=2C(C3=CC(=CC=C3NC2C=C1)NC(CCCl)=O)=O (2,7-Bis(3-chloropropionamido)-9(10H)-acridone), OCC1NCCCC1 (2-hydroxymethylpiperidine). Yields the product OCC1N(CCCC1)CCC(=O)NC1=CC=2C(C3=CC(=CC=C3NC2C=C1)NC(CCN1C(CCCC1)CO)=O)=O (2,7-Bis[3-(2-hydroxymethylpiperidino)propionamido]-9(10H)-acridone). Reaction SMILES: Cl[CH2:2][CH2:3][C:4]([NH:6][C:7]1[CH:20]=[CH:19][C:18]2[NH:17][C:16]3[C:11](=[CH:12][C:13]([NH:21][C:22](=[O:26])[CH2:23][CH2:24]Cl)=[CH:14][CH:15]=3)[C:10](=[O:27])[C:9]=2[CH:8]=1)=[O:5].[OH:28][CH2:29][CH:30]1[CH2:35][CH2:34][CH2:33][CH2:32][NH:31]1>>[OH:28][CH2:29][CH:30]1[CH2:35][CH2:34][CH2:33][CH2:32][N:31]1[CH2:2][CH2:3][C:4]([NH:6][C:7]1[CH:20]=[CH:19][C:18]2[NH:17][C:16]3[C:11](=[CH:12][C:13]([NH:21][C:22](=[O:26])[CH2:23][CH2:24][N:31]4[CH2:32][CH2:33][CH2:34][CH2:35][CH:30]4[CH2:29][OH:28])=[CH:14][CH:15]=3)[C:10](=[O:27])[C:9]=2[CH:8]=1)=[O:5]. Procedure details: Chloroamide 13 (1.0 g, 2.5 mmol) was treated with 2-hydroxymethylpiperidine (5 mL) according to the general aminolysis procedure to give the desired product JM-ACO-11 (888 mg, 63%) as a pale yellow/green solid. Reactants: COc1ccc(C(=O)Cl)cc1, Cc1ccccc1CCN. Yields the product COc1ccc(C(=O)NCCc2ccccc2C)cc1. RXN SMILES: [CH3:11][O:12][c:13]1[cH:14][cH:15][c:16]([C:17](=[O:18])[Cl:19])[cH:20][cH:21]1.[NH2:1][CH2:2][CH2:3][c:4]1[c:5]([CH3:10])[cH:6][cH:7][cH:8][cH:9]1>>[NH:1]([CH2:2][CH2:3][c:4]1[c:5]([CH3:10])[cH:6][cH:7][cH:8][cH:9]1)[C:17]([c:16]1[cH:15][cH:14][c:13]([O:12][CH3:11])[cH:21][cH:20]1)=[O:18]. Run at time 15 minute. RXN SMILES: [CH:1]1([C:4]2[N:9]=[CH:8][C:7]([NH2:10])=[C:6]([CH3:11])[CH:5]=2)[CH2:3][CH2:2]1.[N:12]([O-])=O.[Na+]>CC(O)=O.O>[CH:1]1([C:4]2[CH:5]=[C:6]3[CH:11]=[N:12][NH:10][C:7]3=[CH:8][N:9]=2)[CH2:3][CH2:2]1 |f:1.2|. The solvent is CC(=O)O (AcOH), O (water). Reactants: C1(CC1)C1=CC(=C(C=N1)N)C (6-cyclopropyl-4-methylpyridin-3-amine), N(=O)[O-].[Na+] (sodium nitrite). Procedure details: A solution of 6-cyclopropyl-4-methylpyridin-3-amine (130 mg, 0.88 mmol) in AcOH (10 mL) was treated with a solution of sodium nitrite (61 mg, 0.88 mmol) in water (0.5 mL). The reaction mixture was stirred at RT for 15 min and then was allowed to stand at RT for 24 h. AcOH was evaporated under reduced pressure and the residual aqueous solution was partitioned between EtOAc and sat. aq. NaHCO3. The organic solution was washed with water and brine, then dried (Phase separator) and concentrated unde... Yields the product C1(CC1)C=1C=C2C(=CN1)NN=C2 (5-Cyclopropyl-1H-pyrazolo[3,4-c]pyridine).